This data is from the Open Reaction Database (ORD), a public repository of structured organic reaction records. The task is: describe an organic reaction: reactants, conditions, products, and yield Reactants: O.NN (hydrazine hydrate), N(N)C=1N=NC=CC1 (hydrazino pyridazine), ClC=1N=NC(=CC1C)Cl (3,6-dichloro-4-methylpyridazine). Yields the product ClC=1N=NC(=CC1C)NN (3-chloro-4-methyl-6-hydrazinopyridazine), ClC=1N=NC(=C(C1)C)NN (3-chloro-5-methyl-6-hydrazinopyridazine). As a reaction SMILES: [NH:1](C1N=NC=CC=1)[NH2:2].[Cl:9][C:10]1[N:11]=[N:12][C:13]([Cl:17])=[CH:14][C:15]=1[CH3:16].O.[NH2:19][NH2:20]>>[Cl:9][C:10]1[N:11]=[N:12][C:13]([NH:1][NH2:2])=[CH:14][C:15]=1[CH3:16].[Cl:17][C:13]1[N:19]=[N:20][C:10]([NH:11][NH2:12])=[C:15]([CH3:16])[CH:14]=1 |f:2.3|. Procedure details: The hydrazino pyridazine starting materials can be prepared by known procedures. For example, 3,6-dichloro-4-methylpyridazine heated at reflux with excess hydrazine hydrate (50 percent in water) for 0.3 to 1 hour produces 3-chloro-4-methyl-6-hydrazinopyridazine and 3-chloro-5-methyl-6-hydrazinopyridazine. The isomers can be separated by fractional crystallization using ethanol as a solvent. See, Takahayashi, Pharm. Bull., 5, 229 (1957); Chem. Abstr. 52:6359, Linholter et al., Acta Chem. Scand. 1... Reactants: O=C([O-])[O-], COc1cccc(O)c1, N#Cc1cccnc1Cl, [Cu], [K+], [K+], CN(C)C=O. Yields the product COc1cccc(Oc2ncccc2C#N)c1. As a reaction SMILES: [C:10](=[O:11])([O-:12])[O-:13].[CH3:1][O:2][c:3]1[cH:4][cH:5][cH:6][c:7]([OH:8])[cH:9]1.[Cl:16][c:17]1[c:18]([C:19]#[N:20])[cH:21][cH:22][cH:23][n:24]1.[Cu:30].[K+:14].[K+:15].[O:25]=[CH:26][N:27]([CH3:28])[CH3:29]>>[CH3:1][O:2][c:3]1[cH:4][cH:5][cH:6][c:7]([O:8][c:17]2[c:18]([C:19]#[N:20])[cH:21][cH:22][cH:23][n:24]2)[cH:9]1. Reactants: C(C)(C)(C)OC(=O)N1CCC2=C(CC1)C(=C(C=C2)Cl)SC(N(C)C)=O (3-tert-butoxycarbonyl-7-chloro-6-dimethylcarbamoylthio-2,3,4,5-tetrahydro-1H-benzo[d]azepine), Cl.ClCC1=NC(=CC=C1)OC (2-chloromethyl-6-methoxypyridine hydrochloride). Product: Cl.ClC1=C(C2=C(CCNCC2)C=C1)SCC1=NC(=CC=C1)OC (7-Chloro-6-(6-methoxypyridin-2-ylmethylthio)-2,3,4,5-tetrahydro-1H-benzo[d]azepine Hydrochloride). RXN SMILES: C(OC([N:8]1[CH2:14][CH2:13][C:12]2[C:15]([S:20][C:21](=O)N(C)C)=[C:16]([Cl:19])[CH:17]=[CH:18][C:11]=2[CH2:10][CH2:9]1)=O)(C)(C)C.Cl.ClC[C:29]1[CH:34]=[CH:33][CH:32]=[C:31]([O:35][CH3:36])[N:30]=1>>[ClH:19].[Cl:19][C:16]1[CH:17]=[CH:18][C:11]2[CH2:10][CH2:9][NH:8][CH2:14][CH2:13][C:12]=2[C:15]=1[S:20][CH2:21][C:29]1[CH:34]=[CH:33][CH:32]=[C:31]([O:35][CH3:36])[N:30]=1 |f:1.2,3.4|. Procedure details: Use a method similar to the Example 330, using 3-tert-butoxycarbonyl-7-chloro-6-dimethylcarbamoylthio-2,3,4,5-tetrahydro-1H-benzo[d]azepine and 2-chloromethyl-6-methoxypyridine hydrochloride to give, after deprotection by a method similar to the General Procedure 14, the title compound as a white solid (120 mg). MS (APCI+) m/z: 335 (M+H)+. Starting materials: BrC1OC(=C(C1=O)C1=CC(=CC=C1)C(F)(F)F)N(C)C (2-bromo-3-oxo-4-(3-trifluoromethylphenyl)-5-dimethylamino-2,3-dihydrofuran), N1C=CC=C1 (pyrrole), Cl (hydrochloric acid), [H-].[Na+] (sodium hydride), [H][H] (hydrogen). Run in CN(C=O)C (dimethylformamide), O (water), CN(C=O)C (dimethylformamide), CN(C=O)C (dimethylformamide). Reaction conditions: time 48 hour. Yields the product N1(C=CC=C1)C1OC(=C(C1=O)C1=CC(=CC=C1)C(F)(F)F)N(C)C (2-(Pyrrol-1-yl-)-3-oxo-4-(3-trifluoromethylphenyl)-5-dimethylamino-2,3-dihydrofuran). Reaction SMILES: [NH:1]1[CH:5]=[CH:4][CH:3]=[CH:2]1.[H-].[Na+].[H][H].Br[CH:11]1[C:15](=[O:16])[C:14]([C:17]2[CH:22]=[CH:21][CH:20]=[C:19]([C:23]([F:26])([F:25])[F:24])[CH:18]=2)=[C:13]([N:27]([CH3:29])[CH3:28])[O:12]1.Cl>CN(C)C=O.O>[N:1]1([CH:11]2[C:15](=[O:16])[C:14]([C:17]3[CH:22]=[CH:21][CH:20]=[C:19]([C:23]([F:26])([F:25])[F:24])[CH:18]=3)=[C:13]([N:27]([CH3:29])[CH3:28])[O:12]2)[CH:5]=[CH:4][CH:3]=[CH:2]1 |f:1.2|. Procedure: In this example, 1.05 g of pyrrole dissolved in 10 ml of dimethylformamide was slowly added to an anhydrous slurry containing 0.76 g of sodium hydride (added as a 50% in oil mixture) in 25 ml of dimethylformamide at room temperature. After the addition was completed and evolution of hydrogen observed to cease a solution containing 5 g of 2-bromo-3-oxo-4-(3-trifluoromethylphenyl)-5-dimethylamino-2,3-dihydrofuran in 25 ml of dimethylformamide was added dropwise. The mixture was then stirred for 48...